This data is from the Open Reaction Database (ORD), a public repository of structured organic reaction records. The task is: describe an organic reaction: reactants, conditions, products, and yield The reactants are C(CCCC=C)N(C(=O)C1CC(CC1C(NC1(C(C1)C=C)C(=O)NS(=O)(=O)C1(CC1)C)=O)OC(NC1=C(C=CC(=C1)C)C=1SC(=CN1)CC)=O)C ([2-(5-Ethyl-thiazol-2-yl)-5-methyl-phenyl]-carbamic acid 3-(hex-5-enyl-methyl-carbamoyl)-4-[1-(1-methyl-cyclopropanesulfonylamino-carbonyl)-2-vinyl-cyclopropylcarbamoyl]-cyclopentyl ester), C1(CC1)S(=O)(=O)O (cyclopropanesulphonic acid). Yields the product CN1CCCCC=CC2CC2(NC(C2CC(CC2C1=O)OC(NC1=C(C=CC(=C1)C)C=1SC=C(N1)CC)=O)=O)C(=O)NS(=O)(=O)C1(CC1)C ([2-(4-Ethyl-thiazol-2-yl)-5-methyl-phenyl]-carbamic acid 13-methyl-4-(1-methyl-cyclopropanesulphonylaminocarbonyl)-2,14-dioxo-3,13-diaza-tricyclo[13.3.0.04,6]octadec-7-en-17-yl ester). Isolated yield 10.0%. RXN SMILES: [CH2:1]([N:7]([CH3:51])[C:8]([CH:10]1[CH:14]([C:15](=[O:32])[NH:16][C:17]2([C:22]([NH:24][S:25]([C:28]3([CH3:31])[CH2:30][CH2:29]3)(=[O:27])=[O:26])=[O:23])[CH2:19][CH:18]2C=C)[CH2:13][CH:12]([O:33][C:34](=[O:50])[NH:35][C:36]2[CH:41]=[C:40]([CH3:42])[CH:39]=[CH:38][C:37]=2[C:43]2[S:44][C:45](CC)=[CH:46][N:47]=2)[CH2:11]1)=[O:9])[CH2:2][CH2:3][CH2:4][CH:5]=[CH2:6].[CH:52]1(S(O)(=O)=O)C[CH2:53]1>>[CH3:51][N:7]1[C:8](=[O:9])[CH:10]2[CH:14]([CH2:13][CH:12]([O:33][C:34](=[O:50])[NH:35][C:36]3[CH:41]=[C:40]([CH3:42])[CH:39]=[CH:38][C:37]=3[C:43]3[S:44][CH:45]=[C:46]([CH2:52][CH3:53])[N:47]=3)[CH2:11]2)[C:15](=[O:32])[NH:16][C:17]2([C:22]([NH:24][S:25]([C:28]3([CH3:31])[CH2:30][CH2:29]3)(=[O:26])=[O:27])=[O:23])[CH:19]([CH2:18]2)[CH:6]=[CH:5][CH2:4][CH2:3][CH2:2][CH2:1]1. Procedure: The procedure described in Example 18-10 was followed, but using the compound prepared in Example 22 (112) (22 mg, 30 μmol) instead of the corresponding cyclopropanesulphonic acid derivative, which gave the title compound (2.1 mg, 10%). LC/MS (Method I): tr=2.41 min, >95%, m/z (ESI+)=712 (MH+).